This data is from the Open Reaction Database (ORD), a public repository of structured organic reaction records. The task is: describe an organic reaction: reactants, conditions, products, and yield The reactants are C1CCOC1, CI, CN(CCC(=O)c1cccc(Cl)c1)C(=O)OC(C)(C)C, [H-], [Na+]. The product is CC(CN(C)C(=O)OC(C)(C)C)C(=O)c1cccc(Cl)c1. RXN SMILES: [CH2:25]1[O:26][CH2:27][CH2:28][CH2:29]1.[CH3:23][I:24].[Cl:3][c:4]1[cH:5][c:6]([C:10]([CH2:11][CH2:12][N:13]([C:14]([O:15][C:16]([CH3:17])([CH3:18])[CH3:19])=[O:20])[CH3:21])=[O:22])[cH:7][cH:8][cH:9]1.[H-:2].[Na+:1]>>[Cl:3][c:4]1[cH:5][c:6]([C:10]([CH:11]([CH2:12][N:13]([C:14]([O:15][C:16]([CH3:17])([CH3:18])[CH3:19])=[O:20])[CH3:21])[CH3:23])=[O:22])[cH:7][cH:8][cH:9]1.